From a dataset of the Open Reaction Database (ORD), a public repository of structured organic reaction records. describe an organic reaction: reactants, conditions, products, and yield Starting materials: Sc1nnc(SCC2CC2)s1, CC(C)c1nc2cc(Cl)c(Cl)cc2nc1Cl, [F-], [K+], CN(C)C=O. The product is CC(C)c1nc2cc(Cl)c(Cl)cc2nc1Sc1nnc(SCC2CC2)s1. RXN SMILES: [CH:19]1([CH2:22][S:23][c:24]2[s:25][c:26]([SH:29])[n:27][n:28]2)[CH2:20][CH2:21]1.[Cl:1][c:2]1[n:3][c:4]2[cH:5][c:6]([Cl:16])[c:7]([Cl:15])[cH:8][c:9]2[n:10][c:11]1[CH:12]([CH3:13])[CH3:14].[F-:17].[K+:18].[O:30]=[CH:31][N:32]([CH3:33])[CH3:34]>>[c:2]1([S:29][c:26]2[s:25][c:24]([S:23][CH2:22][CH:19]3[CH2:20][CH2:21]3)[n:28][n:27]2)[n:3][c:4]2[cH:5][c:6]([Cl:16])[c:7]([Cl:15])[cH:8][c:9]2[n:10][c:11]1[CH:12]([CH3:13])[CH3:14]. Starting materials: Cc1ccccc1, COc1ccc(CCCO)cc1, BrP(Br)Br. Yields the product COc1ccc(CCCBr)cc1. Reaction SMILES: [CH3:17][c:18]1[cH:19][cH:20][cH:21][cH:22][cH:23]1.[CH3:1][O:2][c:3]1[cH:4][cH:5][c:6]([CH2:9][CH2:10][CH2:11][OH:12])[cH:7][cH:8]1.[P:13]([Br:14])([Br:15])[Br:16]>>[CH3:1][O:2][c:3]1[cH:4][cH:5][c:6]([CH2:9][CH2:10][CH2:11][Br:14])[cH:7][cH:8]1. The reactants are Fc1ccc(C2CCCN2)cc1, Cc1ccc(S(=O)(=O)Cl)cc1. Product: Cc1ccc(S(=O)(=O)N2CCCC2c2ccc(F)cc2)cc1. RXN SMILES: [F:1][c:2]1[cH:3][cH:4][c:5]([CH:8]2[NH:9][CH2:10][CH2:11][CH2:12]2)[cH:6][cH:7]1.[c:13]1([CH3:23])[cH:14][cH:15][c:16]([S:19](=[O:20])(=[O:21])[Cl:22])[cH:17][cH:18]1>>[F:1][c:2]1[cH:3][cH:4][c:5]([CH:8]2[N:9]([S:19]([c:16]3[cH:15][cH:14][c:13]([CH3:23])[cH:18][cH:17]3)(=[O:20])=[O:21])[CH2:10][CH2:11][CH2:12]2)[cH:6][cH:7]1. The reactants are COc1ccc(C(F)(F)F)cc1C1COC2(CCC(COCc3ccccc3)C2c2ccc(F)cc2)C1, CCO, [OH-], [OH-], [Pd+2]. The product is COc1ccc(C(F)(F)F)cc1C1COC2(CCC(CO)C2c2ccc(F)cc2)C1. Reaction SMILES: [CH2:1]([c:2]1[cH:3][cH:4][cH:5][cH:6][cH:7]1)[O:8][CH2:9][CH:10]1[CH:11]([c:31]2[cH:32][cH:33][c:34]([F:37])[cH:35][cH:36]2)[C:12]2([CH2:13][CH:14]([c:17]3[c:18]([O:27][CH3:28])[cH:19][cH:20][c:21]([C:23]([F:24])([F:25])[F:26])[cH:22]3)[CH2:15][O:16]2)[CH2:29][CH2:30]1.[CH3:41][CH2:42][OH:43].[OH-:38].[OH-:40].[Pd+2:39]>>[OH:8][CH2:9][CH:10]1[CH:11]([c:31]2[cH:32][cH:33][c:34]([F:37])[cH:35][cH:36]2)[C:12]2([CH2:13][CH:14]([c:17]3[c:18]([O:27][CH3:28])[cH:19][cH:20][c:21]([C:23]([F:24])([F:25])[F:26])[cH:22]3)[CH2:15][O:16]2)[CH2:29][CH2:30]1. Product: CCOC(=O)C1=CCC1. Reactants: O=C([O-])[O-], O=C(O)C1=CCC1, CCI, CN(C)C=O, [K+], [K+], O. RXN SMILES: [C:11](=[O:12])([O-:13])[O-:14].[C:1]1([C:5](=[O:6])[OH:7])=[CH:2][CH2:3][CH2:4]1.[CH2:8]([CH3:9])[I:10].[CH3:18][N:19]([CH3:20])[CH:21]=[O:22].[K+:15].[K+:16].[OH2:17]>>[C:1]1([C:5]([O:6][CH2:8][CH3:9])=[O:7])=[CH:2][CH2:3][CH2:4]1. Reactants: BrC=1C(=C(C(=O)Cl)C=C(C1F)F)Cl (3-bromo-2-chloro-4,5-difluorobenzoyl chloride), ice water, S(O)(O)(=O)=O (sulfuric acid), [O-]CC.[Mg+2].[O-]CC (magnesium ethoxide), C(CC(=O)OCC)(=O)OCC (diethyl malonate). Run in C1(=CC=CC=C1)C (toluene), C1(=CC=CC=C1)C (toluene). Reaction conditions: time 3 hour. The product is BrC=1C(=C(C(=O)C(C(=O)OCC)C(=O)OCC)C=C(C1F)F)Cl (Diethyl 2-(3-bromo-2-chloro-4,5-difluorobenzoyl)malonate). Yield: 104.8%. As a reaction SMILES: [O-]CC.[Mg+2].[O-]CC.[C:8]([O:16][CH2:17][CH3:18])(=[O:15])[CH2:9][C:10]([O:12][CH2:13][CH3:14])=[O:11].[Br:19][C:20]1[C:21]([Cl:31])=[C:22]([CH:26]=[C:27]([F:30])[C:28]=1[F:29])[C:23](Cl)=[O:24].S(=O)(=O)(O)O>C1(C)C=CC=CC=1>[Br:19][C:20]1[C:21]([Cl:31])=[C:22]([CH:26]=[C:27]([F:30])[C:28]=1[F:29])[C:23]([CH:9]([C:10]([O:12][CH2:13][CH3:14])=[O:11])[C:8]([O:16][CH2:17][CH3:18])=[O:15])=[O:24] |f:0.1.2|. Reported procedure: To the magnesium ethoxide (3.93 g) suspension was added a solution of diethyl malonate (4.65 g) in anhydrous toluene (30 ml) dropwise during 25 minutes at 20° to 25° C. The mixture was stirred at 50° to 60° C. for 3 hours, and then cooled in an acetone-dry ice bath. A solution of 3-bromo-2-chloro-4,5-difluorobenzoyl chloride (7.65 g) in anhydrous toluene (15 ml) was added dropwise to the resulting solution at -16° to 0° C. during 25 minutes. The mixture was stirred for 2.5 hours below 0° C., the...